This data is from the Open Reaction Database (ORD), a public repository of structured organic reaction records. The task is: describe an organic reaction: reactants, conditions, products, and yield The reactants are COC1=CC=C(C=C1)NC1CCN(CC1)C(=O)OC(C)(C)C (4-(p-Anisidino)-1-(tert-butoxycarbonyl)piperidine), ClCC1=CC(=NC=C1)C1=CC=C(C=C1)OCC (4-chloromethyl-2-(4-ethoxyphenyl)pyridine). The product is C(C)(C)(C)OC(=O)N1CCC(CC1)N(C1=CC=C(C=C1)OC)CC1=CC(=NC=C1)C1=CC=C(C=C1)OCC (1-(tert-butoxycarbonyl)-4-[N-[2-(4-ethoxyphenyl)pyridin-4-yl]methyl-N-(4-methoxyphenyl)amino]piperidine). Reaction SMILES: [CH3:1][O:2][C:3]1[CH:8]=[CH:7][C:6]([NH:9][CH:10]2[CH2:15][CH2:14][N:13]([C:16]([O:18][C:19]([CH3:22])([CH3:21])[CH3:20])=[O:17])[CH2:12][CH2:11]2)=[CH:5][CH:4]=1.Cl[CH2:24][C:25]1[CH:30]=[CH:29][N:28]=[C:27]([C:31]2[CH:36]=[CH:35][C:34]([O:37][CH2:38][CH3:39])=[CH:33][CH:32]=2)[CH:26]=1>>[C:19]([O:18][C:16]([N:13]1[CH2:14][CH2:15][CH:10]([N:9]([CH2:24][C:25]2[CH:30]=[CH:29][N:28]=[C:27]([C:31]3[CH:36]=[CH:35][C:34]([O:37][CH2:38][CH3:39])=[CH:33][CH:32]=3)[CH:26]=2)[C:6]2[CH:5]=[CH:4][C:3]([O:2][CH3:1])=[CH:8][CH:7]=2)[CH2:11][CH2:12]1)=[O:17])([CH3:22])([CH3:21])[CH3:20]. Procedure: 4-(p-Anisidino)-1-(tert-butoxycarbonyl)piperidine (306 mg) and 4-chloromethyl-2-(4-ethoxyphenyl)pyridine (248 mg) were condensed in the same manner as described in Example 9 to give the title compound. Reactants: C(C)(C)SC(C(Cl)(Cl)Cl)NC(C1=C(C=CC=C1)OC(C)=O)=O (N-(1-iso-propylthio-2,2,2-trichloroethyl)-2-acetoxybenzamide), Cl (hydrochloric acid). Solvent: C(C)O (ethanol). Product: C(C)(C)SC(C(Cl)(Cl)Cl)NC(C1=C(C=CC=C1)O)=O (N-(1-iso-propylthio-2,2,2-trichloroethyl)-2-hydroxybenzamide). The yield is 94.7%. RXN SMILES: [CH:1]([S:4][CH:5]([NH:10][C:11](=[O:22])[C:12]1[CH:17]=[CH:16][CH:15]=[CH:14][C:13]=1[O:18]C(=O)C)[C:6]([Cl:9])([Cl:8])[Cl:7])([CH3:3])[CH3:2].Cl>C(O)C>[CH:1]([S:4][CH:5]([NH:10][C:11](=[O:22])[C:12]1[CH:17]=[CH:16][CH:15]=[CH:14][C:13]=1[OH:18])[C:6]([Cl:8])([Cl:7])[Cl:9])([CH3:3])[CH3:2]. Reported procedure: 3.2 g of N-(1-iso-propylthio-2,2,2-trichloroethyl)-2-acetoxybenzamide, 30 ml of ethanol and 0.5 ml of 35% hydrochloric acid were mixed together and the reaction was effected while stirring under reflux for two hours. The solvent was distilled off, and the contents were washed with water and dried to obtain 2.7 g of N-(1-iso-propylthio-2,2,2-trichloroethyl)-2-hydroxybenzamide as white crystals. Reagents/catalysts: [Zn] (zinc). The yield is 94.4%. Run at time 16 hour. Product: O[C@@H]1C[C@]2(C=C[C@H]3[C@@H]4[C@H]5[C@@H](C([C@@]4(C)CC[C@@H]3[C@]2(CC1)C)=O)C5)O (3β,5-dihydroxy-15β,16β-methylene-5β-androst-6-en-17-one). As a reaction SMILES: Cl[C@@H:2]1[C@H:19]2[O:20][C@:18]32[C@:13]([CH3:22])([CH2:14][CH2:15][C@H:16]([OH:21])[CH2:17]3)[C@@H:12]2[C@@H:3]1[C@H:4]1[C@@:8]([CH2:10][CH2:11]2)([CH3:9])[C:7](=[O:23])[C@H:6]2[CH2:24][C@@H:5]12.O1CCCC1>C(O)(=O)C.[Zn]>[OH:21][C@H:16]1[CH2:15][CH2:14][C@@:13]2([CH3:22])[C@:18]([OH:20])([CH:19]=[CH:2][C@@H:3]3[C@@H:12]2[CH2:11][CH2:10][C@@:8]2([CH3:9])[C@H:4]3[C@@H:5]3[CH2:24][C@@H:6]3[C:7]2=[O:23])[CH2:17]1. Procedure: 107.5 g of 7α-chloro-5,6β-epoxy-3β-hydroxy-15β,16β-methylene-5β-androstan-17-one is dissolved in 500 ml of acetic acid and 500 ml of tetrahydrofuran and, after the addition of 324 g of zinc dust in three portions, stirred at room temperature for 16 hours. The zinc is then filtered off, the filtrate is diluted with methylene chloride, and washed with sodium bicarbonate solution and water. After drying over sodium sulfate, the product is concentrated under vacuum. By trituration of the thus-obtain... The reactants are Cl[C@H]1[C@H]2[C@@H]3[C@H]4[C@@H](C([C@@]3(C)CC[C@@H]2[C@]2(CC[C@@H](C[C@@]23[C@@H]1O3)O)C)=O)C4 (7α-chloro-5,6β-epoxy-3β-hydroxy-15β,16β-methylene-5β-androstan-17-one), O1CCCC1 (tetrahydrofuran). Solvent: C(C)(=O)O (acetic acid). Reactants: C(C)C1=C(C(=CC(=C1)C(C(C(F)(F)F)(F)F)(C(F)(F)F)F)C)NC(C1=C(C(=CC=C1)[N+](=O)[O-])F)=O (N-[2-ethyl-4-(1,2,2,3,3,3-hexafluoro-1-trifluoromethylpropyl)-6-methylphenyl]-2-fluoro-3-nitrobenzamide), C([O-])([O-])=O.[K+].[K+] (potassium carbonate). The solvent is CO (methanol). Reaction conditions: time 16 hour. Product: C(C)C1=C(C(=CC(=C1)C(C(C(F)(F)F)(F)F)(C(F)(F)F)F)C)NC(C1=C(C(=CC=C1)[N+](=O)[O-])OC)=O (N-[2-ethyl-4-(1,2,2,3,3,3-hexafluoro-1-trifluoromethylpropyl)-6-methylphenyl]-2-methoxy-3-nitrobenzamide). The yield is 99.8%. As a reaction SMILES: [CH2:1]([C:3]1[CH:8]=[C:7]([C:9]([F:21])([C:17]([F:20])([F:19])[F:18])[C:10]([F:16])([F:15])[C:11]([F:14])([F:13])[F:12])[CH:6]=[C:5]([CH3:22])[C:4]=1[NH:23][C:24](=[O:35])[C:25]1[CH:30]=[CH:29][CH:28]=[C:27]([N+:31]([O-:33])=[O:32])[C:26]=1F)[CH3:2].[C:36](=O)([O-])[O-:37].[K+].[K+]>CO>[CH2:1]([C:3]1[CH:8]=[C:7]([C:9]([F:21])([C:17]([F:20])([F:19])[F:18])[C:10]([F:16])([F:15])[C:11]([F:12])([F:13])[F:14])[CH:6]=[C:5]([CH3:22])[C:4]=1[NH:23][C:24](=[O:35])[C:25]1[CH:30]=[CH:29][CH:28]=[C:27]([N+:31]([O-:33])=[O:32])[C:26]=1[O:37][CH3:36])[CH3:2] |f:1.2.3|. Procedure details: To a suspension of N-[2-ethyl-4-(1,2,2,3,3,3-hexafluoro-1-trifluoromethylpropyl)-6-methylphenyl]-2-fluoro-3-nitrobenzamide (Example 12) (5 g, 9.6 mmol) in methanol (195 ml) was added potassium carbonate (2.6 g, 16.2 mmol) at ambient temperature. The reaction mixture was stirred for 16 hours at ambient temperature. The reaction mixture was concentrated and the residue was dissolved in dichloromethane. The organic phase was washed with water, dried over sodium sulfate and concentrated. The residue...